Task: describe an organic reaction: reactants, conditions, products, and yield. Dataset: the Open Reaction Database (ORD), a public repository of structured organic reaction records Yields the product O=c1[nH]c2cnc(-n3cnc4ccccc43)nc2n1C1CCCc2[nH]ccc21. Reaction SMILES: [CH3:40][OH:41].[Na+:39].[OH-:38].[n:1]1(-[c:10]2[n:11][cH:12][c:13]3[nH:14][c:15](=[O:37])[n:16]([CH:19]4[c:20]5[cH:21][cH:22][n:23]([S:28]([c:29]6[cH:30][cH:31][cH:32][cH:33][cH:34]6)(=[O:35])=[O:36])[c:24]5[CH2:25][CH2:26][CH2:27]4)[c:17]3[n:18]2)[cH:2][n:3][c:4]2[c:5]1[cH:6][cH:7][cH:8][cH:9]2>>[n:1]1(-[c:10]2[n:11][cH:12][c:13]3[nH:14][c:15](=[O:37])[n:16]([CH:19]4[c:20]5[cH:21][cH:22][nH:23][c:24]5[CH2:25][CH2:26][CH2:27]4)[c:17]3[n:18]2)[cH:2][n:3][c:4]2[c:5]1[cH:6][cH:7][cH:8][cH:9]2. Starting materials: CO, [Na+], [OH-], O=c1[nH]c2cnc(-n3cnc4ccccc43)nc2n1C1CCCc2c1ccn2S(=O)(=O)c1ccccc1.